This data is from the Open Reaction Database (ORD), a public repository of structured organic reaction records. The task is: describe an organic reaction: reactants, conditions, products, and yield Reactants: COC(C(NC(CN(C)S(=O)(=O)C1=CC=C(C=C1)C)=O)CC1=CC=NC=C1)=O (N-(Toluene-4-sulfonyl)sarcosyl-β-(pyrid-4-yl)-D,L-alanine methyl ester), [Na] (Sodium), C(C)(=O)NC(C(=O)OCC)C(=O)OCC (diethyl acetamidomalonate), Cl.N1=CC=C(C=C1)CCl (4-picolylchloride hydrochloride). Solvent: CCO (EtOH). Product: N1=CC=C(C=C1)CC(C(=O)OCC)(C(=O)OCC)NC(C)=O (diethyl 2-(4-pyridylmethyl)-2-acetamidomalonate). Reaction SMILES: COC(=O)C([CH2:21][C:22]1[CH:27]=[CH:26][N:25]=[CH:24][CH:23]=1)NC(=O)CN(S(C1C=CC(C)=CC=1)(=O)=O)C.[Na].[C:30]([NH:33][CH:34]([C:40]([O:42][CH2:43][CH3:44])=[O:41])[C:35]([O:37][CH2:38][CH3:39])=[O:36])(=[O:32])[CH3:31].Cl.N1C=CC(CCl)=CC=1>CCO>[N:25]1[CH:26]=[CH:27][C:22]([CH2:21][C:34]([NH:33][C:30](=[O:32])[CH3:31])([C:40]([O:42][CH2:43][CH3:44])=[O:41])[C:35]([O:37][CH2:38][CH3:39])=[O:36])=[CH:23][CH:24]=1 |f:3.4,^1:28|. Reported procedure: N-(Toluene-4-sulfonyl)sarcosyl-β-(pyrid-4-yl)-D,L-alanine methyl ester was employed in this reaction and was prepared as follows. Sodium metal (2 eq.) was dissolved in EtOH containing diethyl acetamidomalonate (1 eq.) and 4-picolylchloride hydrochloride (1 eq.). The mixture was heated to reflux for 6 hr, and then cooled and filtered to remove NaCl (washed with EtOH). The solvent was removed in vacuo and the mixture was taken up into saturated aq NaHCO3 and extracted with EtOAc. The solvent was r... Starting materials: C([O-])([O-])=O.[K+].[K+] (potassium carbonate), C1(=CC=CC=C1)N=C(C#C[Si](C)(C)C)SC(C(CC)CC)C (2-ethyl-1-methylbutyl N-phenyl-3-(trimethylsilyl)thiopropynimidate), FC1=CC=C(C=C1)S (4-fluorothiophenol). The solvent is CO (methanol). Reaction conditions: time 1 hour. Yields the product FC1=CC=C(C=C1)SC=CC(SC(C(CC)CC)C)=NC1=CC=CC=C1 (2-ethyl-1-methylbutyl 3-(4-fluorophenylthio)-N-(phenyl)thioacrylimidate). As a reaction SMILES: [C:1]1([N:7]=[C:8]([S:15][CH:16]([CH3:22])[CH:17]([CH2:20][CH3:21])[CH2:18][CH3:19])[C:9]#[C:10][Si](C)(C)C)[CH:6]=[CH:5][CH:4]=[CH:3][CH:2]=1.C(=O)([O-])[O-].[K+].[K+].[F:29][C:30]1[CH:35]=[CH:34][C:33]([SH:36])=[CH:32][CH:31]=1>CO>[F:29][C:30]1[CH:35]=[CH:34][C:33]([S:36][CH:10]=[CH:9][C:8](=[N:7][C:1]2[CH:6]=[CH:5][CH:4]=[CH:3][CH:2]=2)[S:15][CH:16]([CH3:22])[CH:17]([CH2:20][CH3:21])[CH2:18][CH3:19])=[CH:32][CH:31]=1 |f:1.2.3|. Procedure: Etynyltrimethylsilane (0.7 mL) was dissolved to dry THF (15 mL), hexane solution of n-butyl lithium (1.58 moL/L; 3.2 mL) was added dropwise to the solution at −78° C., and then the mixture was allowed to warm to 0° C. After that, THF (2 mL) solution of phenyl isotiocyanate (0.61 mL) was added dropwise to the mixture, and then it was stirred for 30 minutes under ice-cooling. THF (1 mL) solution of 2-ethyl-1-methylbutyl methanesulfonate (1.01 g) was added to the solution and heated under reflux fo... Reactants: [N+](=O)([O-])C1=CC=2C(=C3C=CC=NC3=C(N2)N)C=C1 (8-nitrobenzo[f][1,7]naphthyridin-5-amine). The reagents and catalysts are [Pd] (Pd/C). Run in CCO (EtOH), C(Cl)Cl (DCM). The product is C1=CC=NC2=C(N=C3C(=C12)C=CC(=C3)N)N (benzo[f][1,7]naphthyridine-5,8-diamine). RXN SMILES: [N+:1]([C:4]1[CH:18]=[CH:17][C:7]2=[C:8]3[C:13](=[C:14]([NH2:16])[N:15]=[C:6]2[CH:5]=1)[N:12]=[CH:11][CH:10]=[CH:9]3)([O-])=O>CCO.C(Cl)Cl.[Pd]>[CH:9]1[C:8]2[C:13](=[C:14]([NH2:16])[N:15]=[C:6]3[CH:5]=[C:4]([NH2:1])[CH:18]=[CH:17][C:7]3=2)[N:12]=[CH:11][CH:10]=1. Reported procedure: A mixture of 8-nitrobenzo[f][1,7]naphthyridin-5-amine (from the previous step) (1.0 eq) and Pd/C (wet, 10% wt) in EtOH was stiffed under H2 balloon overnight. The reaction mixture was diluted with DCM. The insoluble solid was filtered off through celite, and the filtrate was concentrated en vacuo to obtain a crude residue. The crude material was washed with acetone to give benzo[f][1,7]naphthyridine-5,8-diamine as an off white solid: 1H NMR (methanol-d4): δ 8.73 (dd, 1H), 8.71 (dd, 1H), 8.11 (d,...